This data is from the Open Reaction Database (ORD), a public repository of structured organic reaction records. The task is: describe an organic reaction: reactants, conditions, products, and yield Reaction SMILES: [CH2:1]([c:2]1[cH:3][cH:4][cH:5][cH:6][cH:7]1)[O:8][c:9]1[cH:10][c:11]([N:15]2[CH:16]3[CH2:17][N:18]([C:22]([O:23][C:24]([CH3:25])([CH3:26])[CH3:27])=[O:28])[CH:19]([CH2:20]2)[CH2:21]3)[cH:12][n:13][cH:14]1.[CH3:36][CH2:37][OH:38].[ClH:29].[O:30]1[CH2:31][CH2:32][O:33][CH2:34][CH2:35]1>>[CH2:1]([c:2]1[cH:3][cH:4][cH:5][cH:6][cH:7]1)[O:8][c:9]1[cH:10][c:11]([N:15]2[CH:16]3[CH2:17][NH:18][CH:19]([CH2:20]2)[CH2:21]3)[cH:12][n:13][cH:14]1. Yields the product c1ccc(COc2cncc(N3CC4CC3CN4)c2)cc1. Starting materials: CC(C)(C)OC(=O)N1CC2CC1CN2c1cncc(OCc2ccccc2)c1, CCO, Cl, C1COCCO1. Reactants: FC1=CC=C(C=C1)C(C1=C(C=CC=C1)N)=O (4'-Fluoro-2-aminobenzophenone), NC(=O)N (urea), O (water). Solvent: CN1CCCC1=O (NMP). Product: FC1=CC=C(C=C1)C1=NC(NC2=CC=CC=C12)=O (4-(4-Fluorophenyl)-2-quinazolone). Reaction SMILES: [F:1][C:2]1[CH:7]=[CH:6][C:5]([C:8](=O)[C:9]2[CH:14]=[CH:13][CH:12]=[CH:11][C:10]=2[NH2:15])=[CH:4][CH:3]=1.[NH2:17][C:18](N)=[O:19].O>CN1C(=O)CCC1>[F:1][C:2]1[CH:7]=[CH:6][C:5]([C:8]2[C:9]3[C:10](=[CH:11][CH:12]=[CH:13][CH:14]=3)[NH:15][C:18](=[O:19])[N:17]=2)=[CH:4][CH:3]=1. Reported procedure: 4'-Fluoro-2-aminobenzophenone (164.5 g, 1.20 mol) is heated with urea (72.09 g, 0.500 mol) at 195° C. (1 h) in NMP (500 mL). The solution is cooled and poured into water (2 L). The product is collected by filtration and dried. The product is purified by recrystallization. Reactants: Cl.C1(=CC=CC=C1)[C@@H]1NCCC[C@@H]1OCC1=CC(=CC=2C=COC21)C2=CN=NN2C ([2S,3S]-2-phenyl-3-[(5-(1-methyl-1H-[1,2,3]triazol-5-yl)benzofuran-7-yl)methyloxy]piperidine hydrochloride), ClCC#CCCl (1,4-dichlorobut-2-yne), C([O-])([O-])=O.[K+].[K+] (potassium carbonate). Solvent: N,N-dimethylformamiide, CN(C=O)C (N,N-dimethylformamide). Conditions: time 18 hour. Yields the product ClCC#CCN1[C@H]([C@H](CCC1)OCC1=CC(=CC=2C=COC21)C2=CN=NN2C)C2=CC=CC=C2 ([2S,3S]-1-(4-chlorobut-2-yn-1-yl)-2-phenyl-3-[(5-(1-methyl-1H-[1,2,3]triazol-5-yl)benzofuran-7-yl)methyloxy]piperidine). As a reaction SMILES: Cl.[C:2]1([C@H:8]2[C@@H:13]([O:14][CH2:15][C:16]3[C:24]4[O:23][CH:22]=[CH:21][C:20]=4[CH:19]=[C:18]([C:25]4[N:29]([CH3:30])[N:28]=[N:27][CH:26]=4)[CH:17]=3)[CH2:12][CH2:11][CH2:10][NH:9]2)[CH:7]=[CH:6][CH:5]=[CH:4][CH:3]=1.[Cl:31][CH2:32][C:33]#[C:34][CH2:35]Cl.C(=O)([O-])[O-].[K+].[K+]>CN(C)C=O>[Cl:31][CH2:32][C:33]#[C:34][CH2:35][N:9]1[CH2:10][CH2:11][CH2:12][C@H:13]([O:14][CH2:15][C:16]2[C:24]3[O:23][CH:22]=[CH:21][C:20]=3[CH:19]=[C:18]([C:25]3[N:29]([CH3:30])[N:28]=[N:27][CH:26]=3)[CH:17]=2)[C@@H:8]1[C:2]1[CH:7]=[CH:6][CH:5]=[CH:4][CH:3]=1 |f:0.1,3.4.5|. Procedure details: A solution of [2S,3S]-2-phenyl-3-[(5-(1-methyl-1H-[1,2,3]triazol-5-yl)benzofuran-7-yl)methyloxy]piperidine hydrochloride (230 mg) in N,N-dimethylformamiide (2 ml) was slowly added to a solution of 1,4-dichlorobut-2-yne (106 ml) and potassium carbonate (224 mg) in N,N-dimethylformamide (2.0 ml). The solution was stirred for 18 hours at room temperature and the solvent removed under reduced pressure. To the residue was added water (40 ml) and the product was extracted with ethyl acetate (3×10 ml).... Starting materials: BrC=1C=C(C=NC1)C(=O)N (5-bromopyridine-3-carboxamide), C([O-])([O-])=O.[K+].[K+] (potassium carbonate), BrC=1C=CC(=NC1)C1(CCC2(OCCO2)CC1)C#N (8-(5-bromopyridin-2-yl)-1,4-dioxaspiro[4.5]decane-8-carbonitrile), CN(C)CC (N,N-dimethylethylamine). Reagents/catalysts: [Cu]I (copper (I) iodide). The solvent is O1CCOCC1 (1,4-dioxane), O (water). Run at temperature 100 celsius, time 6 hour. The product is BrC=1C=NC=C(C(=O)NC=2C=NC(=CC2)C2(CCC3(OCCO3)CC2)C#N)C1 (5-bromo-N-[6-(8-cyano-1,4-dioxaspiro[4.5]dec-8-yl)pyridin-3-yl]nicotinamide). Isolated yield 13.2%. Reaction SMILES: [Br:1][C:2]1[CH:3]=[C:4]([C:8]([NH2:10])=[O:9])[CH:5]=[N:6][CH:7]=1.Br[C:12]1[CH:13]=[CH:14][C:15]([C:18]2([C:28]#[N:29])[CH2:27][CH2:26][C:21]3([O:25][CH2:24][CH2:23][O:22]3)[CH2:20][CH2:19]2)=[N:16][CH:17]=1.CN(CC)C.C(=O)([O-])[O-].[K+].[K+]>O1CCOCC1.[Cu]I.O>[Br:1][C:2]1[CH:7]=[N:6][CH:5]=[C:4]([CH:3]=1)[C:8]([NH:10][C:12]1[CH:17]=[N:16][C:15]([C:18]2([C:28]#[N:29])[CH2:27][CH2:26][C:21]3([O:22][CH2:23][CH2:24][O:25]3)[CH2:20][CH2:19]2)=[CH:14][CH:13]=1)=[O:9] |f:3.4.5|. Procedure details: A solution of 5-bromopyridine-3-carboxamide (734 mg), 8-(5-bromopyridin-2-yl)-1,4-dioxaspiro[4.5]decane-8-carbonitrile (1.18 g) described in Reference Example 82, copper (I) iodide (35 mg), N,N-dimethylethylamine (33 mg) and potassium carbonate (1.01 g) in 1,4-dioxane (5 ml) was stirred at 100° C. for six hours. After completion of the reaction, water was added and extracted with ethyl acetate. The organic layer was dried over anhydrous magnesium sulfate and concentrated. The residue was purifie...